From a dataset of the Open Reaction Database (ORD), a public repository of structured organic reaction records. describe an organic reaction: reactants, conditions, products, and yield Starting materials: Br, COc1ccnc2cc(-c3ncccc3C(F)(F)F)ccc12, CC(=O)O. Product: Br, Oc1ccnc2cc(-c3ncccc3C(F)(F)F)ccc12. RXN SMILES: [BrH:23].[CH3:1][O:2][c:3]1[cH:4][cH:5][n:6][c:7]2[cH:8][c:9](-[c:13]3[n:14][cH:15][cH:16][cH:17][c:18]3[C:19]([F:20])([F:21])[F:22])[cH:10][cH:11][c:12]12.[CH3:24][C:25](=[O:26])[OH:27]>>[BrH:23].[OH:2][c:3]1[cH:4][cH:5][n:6][c:7]2[cH:8][c:9](-[c:13]3[n:14][cH:15][cH:16][cH:17][c:18]3[C:19]([F:20])([F:21])[F:22])[cH:10][cH:11][c:12]12. The reactants are BrC1=CC(=C2C(=NN(C2=C1)S(=O)(=O)C1=CC=CC=C1)F)[N+](=O)[O-] (6-Bromo-3-fluoro-4-nitro-1-(phenylsulfonyl)-1H-indazole). The reagents and catalysts are [Fe] (iron). The solvent is C(C)(=O)O (acetic acid), CCOC(=O)C (EtOAc). Reaction conditions: time 5 minute. Yields the product BrC=1C=C(C=2C(=NN(C2C1)S(=O)(=O)C1=CC=CC=C1)F)N (6-Bromo-3-fluoro-1-(phenylsulfonyl)-1H-indazol-4-amine). Yield: 44.0%. Reaction SMILES: [Br:1][C:2]1[CH:10]=[C:9]2[C:5]([C:6]([F:20])=[N:7][N:8]2[S:11]([C:14]2[CH:19]=[CH:18][CH:17]=[CH:16][CH:15]=2)(=[O:13])=[O:12])=[C:4]([N+:21]([O-])=O)[CH:3]=1>C(O)(=O)C.CCOC(C)=O.[Fe]>[Br:1][C:2]1[CH:3]=[C:4]([NH2:21])[C:5]2[C:6]([F:20])=[N:7][N:8]([S:11]([C:14]3[CH:19]=[CH:18][CH:17]=[CH:16][CH:15]=3)(=[O:12])=[O:13])[C:9]=2[CH:10]=1. Procedure: 6-Bromo-3-fluoro-4-nitro-1-(phenylsulfonyl)-1H-indazole (5.9 g, 14.74 mmol) was suspended in acetic acid (60 ml) and to it added iron powder (4.12 g, 73.7 mmol). The suspension was heated to reflux for 2 h, then the reaction mixture was cooled, diluted with 100 ml EtOAc and filtered through celite. The filter cake was washed well with ethyl acetate then the filtrate basified till the colour moved from the aqueous layer to the organic (around pH 8-9). The biphasic system was then stirred for arou... Reactants: CC1=C(C=CC(=C1)C)N(C1=CC=C(C=C1)C1=C(C=CC=C1)Br)C1=C(C=C(C=C1)C)C (bis(2,4-dimethylphenyl)[4-(bromophenyl)phenyl]amine), CC1=C(C=CC(=C1)C)N (2,4-dimethylphenylamine), C(C)(C)(C)O[Na] (tert-butoxysodium). The reagents and catalysts are C(C)(=O)[O-].[Pd+2].C(C)(=O)[O-] (palladium acetate), C1(=CC=CC=C1)P(C1=CC=CC=C1)[C-]1C=CC=C1.[C-]1(C=CC=C1)P(C1=CC=CC=C1)C1=CC=CC=C1.[Fe+2] (bis(diphenylphosphino)ferrocene). Solvent: C=1(C(=CC=CC1)C)C (xylene). Yields the product CC1=C(C=CC(=C1)C)N(C1=CC=C(C=C1)C1=CC=C(C=C1)NC1=C(C=C(C=C1)C)C)C1=C(C=C(C=C1)C)C (bis(2,4-dimethylphenyl)(4-{4-[(2,4-dimethylphenyl)amino]phenyl}phenyl)amine). As a reaction SMILES: [CH3:1][C:2]1[CH:7]=[C:6]([CH3:8])[CH:5]=[CH:4][C:3]=1[N:9]([C:23]1[CH:28]=[CH:27][C:26]([CH3:29])=[CH:25][C:24]=1[CH3:30])[C:10]1[CH:15]=[CH:14][C:13]([C:16]2[CH:21]=[CH:20][CH:19]=[CH:18][C:17]=2Br)=[CH:12][CH:11]=1.[CH3:31][C:32]1[CH:37]=[C:36]([CH3:38])[CH:35]=[CH:34][C:33]=1[NH2:39].C(O[Na])(C)(C)C>C([O-])(=O)C.[Pd+2].C([O-])(=O)C.C1(P([C-]2C=CC=C2)C2C=CC=CC=2)C=CC=CC=1.[C-]1(P(C2C=CC=CC=2)C2C=CC=CC=2)C=CC=C1.[Fe+2].C1(C)C(C)=CC=CC=1>[CH3:1][C:2]1[CH:7]=[C:6]([CH3:8])[CH:5]=[CH:4][C:3]=1[N:9]([C:23]1[CH:28]=[CH:27][C:26]([CH3:29])=[CH:25][C:24]=1[CH3:30])[C:10]1[CH:15]=[CH:14][C:13]([C:16]2[CH:21]=[CH:20][C:19]([NH:39][C:33]3[CH:34]=[CH:35][C:36]([CH3:38])=[CH:37][C:32]=3[CH3:31])=[CH:18][CH:17]=2)=[CH:12][CH:11]=1 |f:3.4.5,6.7.8|. Reported procedure: Into a 1 liter three-necked reaction vessel fitted with a cooling tube and a mechanical stirrer, 91.3 g (0.2 mol) of bis(2,4-dimethylphenyl)[4-(bromophenyl)phenyl]amine, 36.3 g (0.3 mol) of 2,4-dimethylphenylamine, 2.24 g (0.01 mol) of palladium acetate, 11.1 g (0.02 mol) of bis(diphenylphosphino)ferrocene, 26.9 g (0.28 mol) of tert-butoxysodium and 500 mL of xylene were introduced to effect reflux for 3 hours in a nitrogen gas atmosphere and with heating in an oil bath. After the reaction was c...